This data is from the Open Reaction Database (ORD), a public repository of structured organic reaction records. The task is: describe an organic reaction: reactants, conditions, products, and yield Starting materials: CC(C(N)C1=CC=CC=C1)(C)C1=NC=CC=C1 (racemic 2-methyl-1-phenyl-2-(pyridin-2-yl)propan-1-amine), Cl (HCl). Run in C(C)(=O)OC(C)C (isopropyl acetate), C(C)(C)O (isopropyl alcohol). Product: CC([C@H](N)C1=CC=CC=C1)(C)C1=NC=CC=C1 ((R)-2-methyl-1-phenyl-2-(pyridin-2-yl)propan-1-amine), title compound. Reaction SMILES: [CH3:1][C:2]([C:12]1[CH:17]=[CH:16][CH:15]=[CH:14][N:13]=1)([CH3:11])[CH:3]([C:5]1[CH:10]=[CH:9][CH:8]=[CH:7][CH:6]=1)[NH2:4].Cl>C(OC(C)C)(=O)C.C(O)(C)C>[CH3:11][C:2]([C:12]1[CH:17]=[CH:16][CH:15]=[CH:14][N:13]=1)([CH3:1])[C@@H:3]([C:5]1[CH:10]=[CH:9][CH:8]=[CH:7][CH:6]=1)[NH2:4]. Reported procedure: (R)-2-methyl-1-phenyl-2-(pyridin-2-yl)propan-1-amine is prepared starting from racemic 2-methyl-1-phenyl-2-(pyridin-2-yl)propan-1-amine using chiral SFC chromatography. This oil is dissolved in isopropyl acetate and a solution of 5-6 N HCl in isopropyl alcohol is added. The mixture is concentrated, and triturated in ether to yield the title compound as a white solid. M.p.=188° C. 1HNMR (300 MHz, CD3OD): δ 1.59 (s, 3H), 1.76 (s, 3H), 5.09 (s, 1H), 7.25-7.28 (m, 2H), 7.38-7.40 (m, 3H), 8.00 (t, J=... The reactants are C(C)(C)(C)OC(C1=CC(=NC(=C1)Cl)Cl)=O (2,6-dichloro-isonicotinic acid tert.-butyl ester), C(C1=CC=NC=C1)(=O)O (Isonicotinic Acid). Yields the product Cl.C(C(C)C)C=1C=C(C(=O)O)C=C(N1)CC(C)C (2,6-Diisobutyl-isonicotinic acid hydrochloride). As a reaction SMILES: C([O:5][C:6](=[O:15])[C:7]1[CH:12]=[C:11]([Cl:13])[N:10]=[C:9](Cl)[CH:8]=1)(C)(C)C.[C:16](O)(=O)[C:17]1[CH:22]=CN=C[CH:18]=1>>[ClH:13].[CH2:6]([C:11]1[CH:12]=[C:7]([CH:8]=[C:9]([CH2:22][CH:17]([CH3:16])[CH3:18])[N:10]=1)[C:6]([OH:5])=[O:15])[CH:7]([CH3:12])[CH3:8] |f:2.3|. Procedure details: 2,6-Diisobutyl-isonicotinic acid hydrochloride is prepared starting from 2,6-dichloro-isonicotinic acid tert.-butyl ester and 2,4,6-tri-(2-methyl-propenyl)-cycloboroxane pyridine complex in analogy to isonicotinic acid 7; LC-MS: tR=0.68 min; [M+1]+=236.40; 1H NMR (D6-DMSO): δ 7.90 (s, 2H), 2.92 (d, J=6.3 Hz, 4H), 2.10 (hept, J=6.8 Hz, 2H), 0.90 (t, J=6.5 Hz, 6H).